The task is: describe an organic reaction: reactants, conditions, products, and yield. This data is from the Open Reaction Database (ORD), a public repository of structured organic reaction records. Starting materials: BrC1=CC=C2CC(N(CC2=C1)C1=NC(=NC(=C1)N1CCN(CC1)C)N)C (4-(7-bromo-3-methyl-3,4-dihydroisoquinolin-2(1H)-yl)-6-(4-methylpiperazin-1-yl)pyrimidin-2-amine), CC1(OB(OC1(C)C)C=1C=NN(C1)CC(=O)N)C (2-[4-(4,4,5,5-tetramethyl-1,3,2-dioxaborolan-2-yl)-1H-pyrazol-1-yl]acetamide), C([O-])(O)=O.[Na+] (sodium bicarbonate). The reagents and catalysts are C=1C=CC(=CC1)[P](C=2C=CC=CC2)(C=3C=CC=CC3)[Pd]([P](C=4C=CC=CC4)(C=5C=CC=CC5)C=6C=CC=CC6)([P](C=7C=CC=CC7)(C=8C=CC=CC8)C=9C=CC=CC9)[P](C=1C=CC=CC1)(C=1C=CC=CC1)C=1C=CC=CC1 (tetrakis(triphenylphosphine)palladium(0)). Solvent: O1CCOCC1 (1,4-dioxane), O (water), CO (methanol). Reaction conditions: temperature 90 celsius, time 8 hour. The product is NC1=NC(=CC(=N1)N1CC2=CC(=CC=C2CC1C)C=1C=NN(C1)CC(=O)N)N1CCN(CC1)C (2-(4-{2-[2-amino-6-(4-methylpiperazin-1-yl)pyrimidin-4-yl]-3-methyl-1,2,3,4-tetrahydroisoquinolin-7-yl}-1H-pyrazol-1-yl)acetamide). Isolated yield 16.2%. Reaction SMILES: Br[C:2]1[CH:11]=[C:10]2[C:5]([CH2:6][CH:7]([CH3:26])[N:8]([C:12]3[CH:17]=[C:16]([N:18]4[CH2:23][CH2:22][N:21]([CH3:24])[CH2:20][CH2:19]4)[N:15]=[C:14]([NH2:25])[N:13]=3)[CH2:9]2)=[CH:4][CH:3]=1.CC1(C)C(C)(C)OB([C:35]2[CH:36]=[N:37][N:38]([CH2:40][C:41]([NH2:43])=[O:42])[CH:39]=2)O1.C(=O)(O)[O-].[Na+]>O1CCOCC1.O.CO.C1C=CC([P]([Pd]([P](C2C=CC=CC=2)(C2C=CC=CC=2)C2C=CC=CC=2)([P](C2C=CC=CC=2)(C2C=CC=CC=2)C2C=CC=CC=2)[P](C2C=CC=CC=2)(C2C=CC=CC=2)C2C=CC=CC=2)(C2C=CC=CC=2)C2C=CC=CC=2)=CC=1>[NH2:25][C:14]1[N:13]=[C:12]([N:8]2[CH:7]([CH3:26])[CH2:6][C:5]3[C:10](=[CH:11][C:2]([C:35]4[CH:36]=[N:37][N:38]([CH2:40][C:41]([NH2:43])=[O:42])[CH:39]=4)=[CH:3][CH:4]=3)[CH2:9]2)[CH:17]=[C:16]([N:18]2[CH2:23][CH2:22][N:21]([CH3:24])[CH2:20][CH2:19]2)[N:15]=1 |f:2.3,^1:62,64,83,102|. Procedure details: A mixture of 4-(7-bromo-3-methyl-3,4-dihydroisoquinolin-2(1H)-yl)-6-(4-methylpiperazin-1-yl)pyrimidin-2-amine (10 mg, 0.02 mmol; Peak 1, Example 49, Step 7), 2-[4-(4,4,5,5-tetramethyl-1,3,2-dioxaborolan-2-yl)-1H-pyrazol-1-yl]acetamide (7.2 mg, 0.029 mmol), tetrakis(triphenylphosphine)palladium(0) (1.4 mg, 0.0012 mmol), and sodium bicarbonate (6.0 mg, 0.072 mmol) in 1,4-dioxane (0.2 mL) and water (0.1 mL) was stirred at 90° C. overnight. After cooling, it was diluted with methanol, and purified w... Starting materials: COCC(COc1ccc(Nc2cc(-c3cccc(-n4ncc5cc(C(C)(C)C)cc(F)c5c4=O)c3CO)nn(C)c2=O)nc1)O[Si](C)(C)C(C)(C)C, CCCC[N+](CCCC)(CCCC)CCCC, C1CCOC1, CCOC(C)=O, CCCCCC, [Cl-], [F-], [Na+], O. Yields the product COCC(O)COc1ccc(Nc2cc(-c3cccc(-n4ncc5cc(C(C)(C)C)cc(F)c5c4=O)c3CO)nn(C)c2=O)nc1. Reaction SMILES: [C:1]([CH3:2])([CH3:3])([CH3:4])[c:5]1[cH:6][c:7]2[cH:8][n:9][n:10](-[c:17]3[c:18]([CH2:52][OH:53])[c:19](-[c:23]4[n:24][n:25]([CH3:51])[c:26](=[O:50])[c:27]([NH:29][c:30]5[n:31][cH:32][c:33]([O:36][CH2:37][CH:38]([CH2:39][O:40][CH3:41])[O:42][Si:43]([C:44]([CH3:45])([CH3:46])[CH3:47])([CH3:48])[CH3:49])[cH:34][cH:35]5)[cH:28]4)[cH:20][cH:21][cH:22]3)[c:11](=[O:16])[c:12]2[c:13]([F:15])[cH:14]1.[CH2:55]([N+:56]([CH2:57][CH2:58][CH2:59][CH3:60])([CH2:61][CH2:62][CH2:63][CH3:64])[CH2:65][CH2:66][CH2:67][CH3:68])[CH2:69][CH2:70][CH3:71].[CH2:75]1[O:76][CH2:77][CH2:78][CH2:79]1.[CH3:80][CH2:81][O:82][C:83]([CH3:84])=[O:85].[CH3:86][CH2:87][CH2:88][CH2:89][CH2:90][CH3:91].[Cl-:73].[F-:54].[Na+:74].[OH2:72]>>[C:1]([CH3:2])([CH3:3])([CH3:4])[c:5]1[cH:6][c:7]2[cH:8][n:9][n:10](-[c:17]3[c:18]([CH2:52][OH:53])[c:19](-[c:23]4[n:24][n:25]([CH3:51])[c:26](=[O:50])[c:27]([NH:29][c:30]5[n:31][cH:32][c:33]([O:36][CH2:37][CH:38]([CH2:39][O:40][CH3:41])[OH:42])[cH:34][cH:35]5)[cH:28]4)[cH:20][cH:21][cH:22]3)[c:11](=[O:16])[c:12]2[c:13]([F:15])[cH:14]1. The reactants are C1(=CC=CC=C1)N1C=NC2=C(C1=O)SC=C2C2=CC=CC=C2 (3,7-Diphenylthieno[3,2-d]pyrimidin-4(3H)-one), NC1=C(SC=C1C1=CC=CC=C1)C(=O)OC (methyl 3-amino-4-phenylthiophene-2-carboxylate), C(OCC)(OCC)OCC (triethyl orthoformate), COC=1C=C(N)C=C(C1)OC (3,5-dimethoxyaniline). The solvent is C(C)(=O)O (acetic acid). The product is COC=1C=C(C=C(C1)OC)N1C=NC2=C(C1=O)SC=C2C2=CC=CC=C2 (3-(3,5-Dimethoxyphenyl)-7-phenylthieno[3,2-d]pyrimidin-4(3H)-one). The yield is 68.0%. As a reaction SMILES: C1(N2[C:12](=[O:13])[C:11]3[S:14][CH:15]=[C:16]([C:17]4[CH:22]=[CH:21][CH:20]=[CH:19][CH:18]=4)[C:10]=3[N:9]=[CH:8]2)C=CC=CC=1.NC1C(C2C=CC=CC=2)=CSC=1C(OC)=O.C(OCC)(OCC)OCC.[CH3:49][O:50][C:51]1[CH:52]=[C:53]([CH:55]=[C:56]([O:58][CH3:59])[CH:57]=1)[NH2:54]>C(O)(=O)C>[CH3:59][O:58][C:56]1[CH:55]=[C:53]([N:54]2[C:12](=[O:13])[C:11]3[S:14][CH:15]=[C:16]([C:17]4[CH:22]=[CH:21][CH:20]=[CH:19][CH:18]=4)[C:10]=3[N:9]=[CH:8]2)[CH:52]=[C:51]([O:50][CH3:49])[CH:57]=1. Procedure: In the same manner as the synthesis of Compound 1, methyl 3-amino-4-phenylthiophene-2-carboxylate (72.3 mg, 0.31 mmol), triethyl orthoformate (0.62 ml), 3,5-dimethoxyaniline (88.8 mg, 0.58 mmol), and acetic acid (0.07 ml) were used to give 75.7 mg (0.21 mmol, 68% yield) of the title compound. The reactants are NC1=C(C=C(C=C1)N1C[C@H](CCC1)C(=O)N1CCN(CC1)C)OC ([(S)-1-(4-Amino-3-methoxy-phenyl)-piperidin-3-yl]-(4-methyl-piperazin-1-yl)-methanone), COC=1C=C(C=CC1[N+](=O)[O-])N1C[C@H](CCC1)CN1CCN(CC1)C (1-[(R)-1-(3-Methoxy-4-nitro-phenyl)-piperidin-3-ylmethyl]-4-methyl-piperazine). Yields the product COC1=C(C=CC(=C1)N1C[C@H](CCC1)CN1CCN(CC1)C)N (2-Methoxy-4-[(R)-3-(4-methyl-piperazin-1-ylmethyl)-piperidin-1-yl]-phenylamine). Reaction SMILES: [NH2:1][C:2]1[CH:7]=[CH:6][C:5]([N:8]2[CH2:13][CH2:12][CH2:11][C@H:10]([C:14]([N:16]3[CH2:21][CH2:20][N:19]([CH3:22])[CH2:18][CH2:17]3)=O)[CH2:9]2)=[CH:4][C:3]=1[O:23][CH3:24].COC1C=C(N2CCC[C@H](CN3CCN(C)CC3)C2)C=CC=1[N+]([O-])=O>>[CH3:24][O:23][C:3]1[CH:4]=[C:5]([N:8]2[CH2:13][CH2:12][CH2:11][C@H:10]([CH2:14][N:16]3[CH2:17][CH2:18][N:19]([CH3:22])[CH2:20][CH2:21]3)[CH2:9]2)[CH:6]=[CH:7][C:2]=1[NH2:1]. Procedure: 2-Methoxy-4-[(R)-3-(4-methyl-piperazin-1-ylmethyl)-piperidin-1-yl]-phenylamine was prepared in an analogous fashion to [(S)-1-(4-Amino-3-methoxy-phenyl)-piperidin-3-yl]-(4-methyl-piperazin-1-yl)-methanone of Example 460c replacing [(S)-1-(3-Methoxy-4-nitro-phenyl)-piperidin-3-yl]-(4-methyl-piperazin-1-yl)-methanone with 1-[(R)-1-(3-Methoxy-4-nitro-phenyl)-piperidin-3-ylmethyl]-4-methyl-piperazine. (160 mg, 100%). LC/MS (E/I+) 319.22 (M+H). Reactants: colorless crystals, ClC=1C=CC2=C(C(=NCC(=N2)NO)C2=CC=CC=C2)C1 (7-chloro-2-hydroxyamino-5-phenyl-3H-1,4-benzodiazepine), FC(C1=C(C=CC=C1)N=C=O)(F)F (2-trifluoromethylphenyl isocyanate), 1a. The solvent is CO.CN(C=O)C (methanol dimethylformamide). The product is ClC=1C=CC2=C(C(=NCC(=N2)NOC(NC2=C(C=CC=C2)C(F)(F)F)=O)C2=CC=CC=C2)C1 (7-Chloro-2-(2-trifluoromethylphenylcarbamoyloxyamino)-5-phenyl-3H-1,4-benzodiazepine). As a reaction SMILES: [Cl:1][C:2]1[CH:3]=[CH:4][C:5]2[N:11]=[C:10]([NH:12][OH:13])[CH2:9][N:8]=[C:7]([C:14]3[CH:19]=[CH:18][CH:17]=[CH:16][CH:15]=3)[C:6]=2[CH:20]=1.[F:21][C:22]([F:33])([F:32])[C:23]1[CH:28]=[CH:27][CH:26]=[CH:25][C:24]=1[N:29]=[C:30]=[O:31]>CO.CN(C)C=O>[Cl:1][C:2]1[CH:3]=[CH:4][C:5]2[N:11]=[C:10]([NH:12][O:13][C:30](=[O:31])[NH:29][C:24]3[CH:25]=[CH:26][CH:27]=[CH:28][C:23]=3[C:22]([F:21])([F:33])[F:32])[CH2:9][N:8]=[C:7]([C:14]3[CH:19]=[CH:18][CH:17]=[CH:16][CH:15]=3)[C:6]=2[CH:20]=1 |f:2.3|. Procedure: 2 g of 7-chloro-2-hydroxyamino-5-phenyl-3H-1,4-benzodiazepine are reacted with 1 g of 2-trifluoromethylphenyl isocyanate, analogously to Experiment 1a. Yield: 1.8 g of colorless crystals of melting point 190° C. (from methanol/dimethylformamide).